Dataset: the Open Reaction Database (ORD), a public repository of structured organic reaction records. Task: describe an organic reaction: reactants, conditions, products, and yield Starting materials: tris(dibenzylidene)dipalladium(0), BrC=1C=C(C=CC1I)C(F)(F)F (3-bromo-4-iodobenzotrifluoride), ClC1=CC=C(C=C1)S (4-chlorothiophenol), CC(C)([O-])C.[K+] (potassium tert-butoxide), BrC1=C(C=CC(=C1)C(F)(F)F)N (2-bromo-4-trifluoromethyl-phenylamine). Reagents/catalysts: C1(=CC=CC=C1)P(C1=C(C=CC=C1)OC1=C(C=CC=C1)P(C1=CC=CC=C1)C1=CC=CC=C1)C1=CC=CC=C1 (bis(2-diphenylphosphinophenyl)ether). Solvent: C1(=CC=CC=C1)C (toluene). Reaction conditions: temperature 100 celsius, time 2.5 hour. The product is BrC1=C(C=CC(=C1)C(F)(F)F)SC1=CC=C(C=C1)Cl (1-bromo-2-(4-chloro-phenylsulfanyl)-5-(trifluoromethyl)-benzene). Isolated yield 81.0%. RXN SMILES: [Br:1][C:2]1[CH:3]=[C:4]([C:9]([F:12])([F:11])[F:10])[CH:5]=[CH:6][C:7]=1I.BrC1C=C(C(F)(F)F)C=CC=1N.[Cl:25][C:26]1[CH:31]=[CH:30][C:29]([SH:32])=[CH:28][CH:27]=1.CC(C)([O-])C.[K+]>C1(C)C=CC=CC=1.C1(P(C2C=CC=CC=2)C2C=CC=CC=2OC2C=CC=CC=2P(C2C=CC=CC=2)C2C=CC=CC=2)C=CC=CC=1>[Br:1][C:2]1[CH:3]=[C:4]([C:9]([F:12])([F:11])[F:10])[CH:5]=[CH:6][C:7]=1[S:32][C:29]1[CH:30]=[CH:31][C:26]([Cl:25])=[CH:27][CH:28]=1 |f:3.4|. Reported procedure: To a stirred solution of tris(dibenzylidene)dipalladium(0) (Pd2dba3, 0.183 g, 0.2 mmol) and bis(2-diphenylphosphinophenyl)ether (DPEphos, 0.215 g, 0.2 mmol) in toluene (80 mL) was added 3-bromo-4-iodobenzotrifluoride (7.02 g, 20 mmol; prepared from 2-bromo-4-trifluoromethyl-phenylamine by diazotization according to the general procedure by Tunney and Stille J. Org. Chem. 1987, 52, 748-753), 4-chlorothiophenol (2.89 g, 20 mmol) and potassium tert-butoxide (2.46 g, 22 mmol) at room temperature (rt... The reactants are CCc1cnc(CC)c(NC2c3ccccc3CC2O)n1, CCC1Cc2cccnc2C1N. Product: CCc1cnc(CC)c(NC2c3ncccc3CC2CC)n1. RXN SMILES: [CH2:1]([CH3:2])[c:3]1[c:4]([NH:11][CH:12]2[c:13]3[c:14]([cH:15][cH:16][cH:17][cH:18]3)[CH2:19][CH:20]2[OH:21])[n:5][c:6]([CH2:9][CH3:10])[cH:7][n:8]1.[CH2:22]([CH3:23])[CH:24]1[CH2:25][c:26]2[c:27]([n:28][cH:29][cH:30][cH:31]2)[CH:32]1[NH2:33]>>[CH2:1]([CH3:2])[c:3]1[c:4]([NH:33][CH:32]2[CH:24]([CH2:22][CH3:23])[CH2:25][c:26]3[c:27]2[n:28][cH:29][cH:30][cH:31]3)[n:5][c:6]([CH2:9][CH3:10])[cH:7][n:8]1. Reactants: C(=O)([O-])[O-].[Na+].[Na+] (Na2CO3), C(=O)C1=CC=C(S1)B(O)O (5-formyl-2-thiopheneboronic acid), IC1=CC=C(CN(CCCCCCC(=O)OCC)S(=O)(=O)C)C=C1 (ethyl 7-{[4-iodobenzyl]-methanesulfonyl-amino}-heptanoate). Reagents/catalysts: C=1C=CC(=CC1)[P](C=2C=CC=CC2)(C=3C=CC=CC3)[Pd]([P](C=4C=CC=CC4)(C=5C=CC=CC5)C=6C=CC=CC6)([P](C=7C=CC=CC7)(C=8C=CC=CC8)C=9C=CC=CC9)[P](C=1C=CC=CC1)(C=1C=CC=CC1)C=1C=CC=CC1 (Tetrakis(triphenylphosphine)palladium(0)). Run in C1(=CC=CC=C1)C (toluene), CCO (EtOH), CCOC(=O)C (EtOAc). Yields the product C(=O)C1=C(SC=C1)C1=CC=C(CN(CCCCCCC(=O)OCC)S(=O)(=O)C)C=C1 (Ethyl 7-{[4-(3-formyl-thiophen-2-yl)-benzyl]-methanesulfonyl-amino}-heptanoate). As a reaction SMILES: [C:1]([O-])([O-])=[O:2].[Na+].[Na+].[CH:7]([C:9]1[S:13][C:12](B(O)O)=[CH:11][CH:10]=1)=O.IC1[CH:40]=[CH:39][C:21]([CH2:22][N:23]([S:35]([CH3:38])(=[O:37])=[O:36])[CH2:24][CH2:25][CH2:26][CH2:27][CH2:28][CH2:29][C:30]([O:32][CH2:33][CH3:34])=[O:31])=[CH:20][CH:19]=1>C1(C)C=CC=CC=1.CCO.CCOC(C)=O.C1C=CC([P]([Pd]([P](C2C=CC=CC=2)(C2C=CC=CC=2)C2C=CC=CC=2)([P](C2C=CC=CC=2)(C2C=CC=CC=2)C2C=CC=CC=2)[P](C2C=CC=CC=2)(C2C=CC=CC=2)C2C=CC=CC=2)(C2C=CC=CC=2)C2C=CC=CC=2)=CC=1>[CH:1]([C:10]1[CH:11]=[CH:12][S:13][C:9]=1[C:7]1[CH:40]=[CH:39][C:21]([CH2:22][N:23]([S:35]([CH3:38])(=[O:37])=[O:36])[CH2:24][CH2:25][CH2:26][CH2:27][CH2:28][CH2:29][C:30]([O:32][CH2:33][CH3:34])=[O:31])=[CH:20][CH:19]=1)=[O:2] |f:0.1.2,^1:60,62,81,100|. Reported procedure: Tetrakis(triphenylphosphine)palladium(0) (91 mg, 0.08 mmol), Na2CO3 (0.87 mL, 1M) and 5-formyl-2-thiopheneboronic acid (247 mg, 1.58 mmol) were added to a solution of ethyl 7-{[4-iodobenzyl]-methanesulfonyl-amino}-heptanoate (371 mg, 0.79 mmol) in toluene (33 mL) and EtOH (6.5 mL). The reaction mixture was heated at reflux for 3 h. The solution was diluted with EtOAc and the organic solution was washed with water (2× followed by brine (1×). The organic solution was dried over MgSO4, filtered, an... The reactants are C1(=CC=CC2=CC=CC=C12)CC(=O)O (1-naphthylacetic acid), (±)-trans-[2-(4-methyl-1-piperazinyl)]cyclohexanol, C(Cl)(Cl)Cl (chloroform), C(Cl)(Cl)Cl (chloroform). The product is C1(=CC=CC2=CC=CC=C12)CC(=O)Cl (1-Naphthylacetyl chloride). RXN SMILES: [C:1]1([CH2:11][C:12]([OH:14])=O)[C:10]2[C:5](=[CH:6][CH:7]=[CH:8][CH:9]=2)[CH:4]=[CH:3][CH:2]=1.C(Cl)(Cl)[Cl:16]>>[C:1]1([CH2:11][C:12]([Cl:16])=[O:14])[C:10]2[C:5](=[CH:6][CH:7]=[CH:8][CH:9]=2)[CH:4]=[CH:3][CH:2]=1. Procedure details: 1-Naphthylacetyl chloride is prepared according to the method described in Example 8 using 1-naphthylacetic acid (2.47 g, 13.3 mmol) to give a yellow oil which is dissolved in chloroform (10 mL). This solution is added to a solution of (±)-trans-[2-(4-methyl-1-piperazinyl)]cyclohexanol (2.5 g, 12.6 mmol) in chloroform (10 mL), and the mixture is refluxed for 11 hours under nitrogen. The crude free ester is isolated as described in Example 13, and is converted to the monohydrochloride salt in eth...